The task is: describe an organic reaction: reactants, conditions, products, and yield. This data is from the Open Reaction Database (ORD), a public repository of structured organic reaction records. The reactants are COC1=CC=C(C=C1)S(=O)(=O)N1C(C=2C=CC=CC2C2=C1C=CS2)C (4-[(4-methoxyphenyl)sulfonyl]-5-methyl-4,5-dihydrothieno[3,2-c]isoquinoline), B(Cl)(Cl)Cl (boron trichloride). Reagents/catalysts: [I-].C(CCC)[N+](CCCC)(CCCC)CCCC (tetrabutylammonium iodide). The solvent is C(Cl)Cl (methylene chloride), C(Cl)Cl (methylene chloride). Reaction conditions: temperature 23 celsius, time 5 minute. Product: CC1N(C2=C(C=3C=CC=CC13)SC=C2)S(=O)(=O)C2=CC=C(C=C2)O (4-[(5-Methylthieno[3,2-c]isoquinolin-4(5H)-yl)sulfonyl]phenol). Isolated yield 158.5%. As a reaction SMILES: C[O:2][C:3]1[CH:8]=[CH:7][C:6]([S:9]([N:12]2[C:21]3[CH:22]=[CH:23][S:24][C:20]=3[C:19]3[CH:18]=[CH:17][CH:16]=[CH:15][C:14]=3[CH:13]2[CH3:25])(=[O:11])=[O:10])=[CH:5][CH:4]=1.B(Cl)(Cl)Cl>[I-].C([N+](CCCC)(CCCC)CCCC)CCC.C(Cl)Cl>[CH3:25][CH:13]1[C:14]2[CH:15]=[CH:16][CH:17]=[CH:18][C:19]=2[C:20]2[S:24][CH:23]=[CH:22][C:21]=2[N:12]1[S:9]([C:6]1[CH:7]=[CH:8][C:3]([OH:2])=[CH:4][CH:5]=1)(=[O:11])=[O:10] |f:2.3|. Procedure: A solution of 4-[(4-methoxyphenyl)sulfonyl]-5-methyl-4,5-dihydrothieno[3,2-c]isoquinoline (0.45 g, 1.2 mmol) and tetrabutylammonium iodide (1.33 g, 3.6 mmol) in dry methylene chloride (9 mL) was treated dropwise with a solution of boron trichloride in methylene chloride (1.0 M, 3.6 mL, 3.6 mmol) at −78° C. during ca. 5 min. After a further 5 min., the solution was warmed to 23° C. After 16 h the reaction solution was concentrated in vacuo and the residue was taken up in ethyl acetate (25 mL). Th... Reactants: O (water), C1[C@@](C[C@H]([C@@H]([C@@H]1O)O)O)(O)C(=O)O (Quinic acid). Solvent: CO (methanol), hot solution, CO (methanol). Run at temperature 100 celsius, time 2 hour. Yields the product C1[C@H](C([C@@H](CC1(C(=O)O)O)O)O)O (quinate). As a reaction SMILES: [CH2:1]1[C@@H:6]([OH:7])[C@@H:5]([OH:8])[C@H:4]([OH:9])[CH2:3][C@@:2]1([C:11]([OH:13])=[O:12])[OH:10].O>CO>[CH2:1]1[C:2]([OH:10])([C:11]([OH:13])=[O:12])[CH2:3][C@@H:4]([OH:9])[CH:5]([OH:8])[C@@H:6]1[OH:7]. Procedure details: Fifteen grams of the hydrochloride salt is neutralized to the free base form as described in Synthesis Example 1. The free base (11.12 g, 0.025 mol) is isolated and dissolved in approximately 200 ml of methanol. Quinic acid (4.91 g, 0.025 mol) is dissolved in 200 ml of a hot solution consisting of 90% methanol and 10% water and added to the solution containing free base. The mixture is stirred for 2 hours at a temperature up to 100° C. The solvent is evaporated under reduced pressure and the res...